Dataset: the Open Reaction Database (ORD), a public repository of structured organic reaction records. Task: describe an organic reaction: reactants, conditions, products, and yield Starting materials: ClC1=NC(=CC=C1[N+](=O)[O-])Cl (2,6-dichloro-3-nitropyridine), C(C)(C)N(CC)C(C)C (diisopropylethylamine), C1(=CC=CC=C1)C(C)N (1-phenylethanamine), O1CCCC1 (tetrahydrofuran), ClC1=CC=C(C(=N1)NC(C)C1=CC=CC=C1)[N+](=O)[O-] (6-Chloro-3-nitro-N-(1-phenylethyl)pyridin-2-amine). Run at temperature -78 celsius. Product: C1(=CC=CC=C1)C(C)N1C(NC=2C1=NC(=CC2)C2=C1C=CC=NC1=CC=C2)=O (3-(1-PHENYLETHYL)-5-(QUINOLIN-5-YL)-1H-IMIDAZO[4,5-B]PYRIDIN-2(3H)-ONE). The yield is 78.0%. RXN SMILES: Cl[C:2]1[N:7]=[C:6]([NH:8][CH:9]([C:11]2[CH:16]=[CH:15][CH:14]=[CH:13][CH:12]=2)[CH3:10])[C:5]([N+:17]([O-])=O)=[CH:4][CH:3]=1.Cl[C:21]1[C:26]([N+]([O-])=O)=[CH:25][CH:24]=[C:23](Cl)[N:22]=1.C(N(C(C)C)CC)(C)C.[C:40]1(C(N)C)C=C[CH:43]=[CH:42][CH:41]=1.[O:49]1CCC[CH2:50]1>>[C:11]1([CH:9]([N:8]2[C:6]3=[N:7][C:2]([C:43]4[CH:42]=[CH:41][CH:40]=[C:21]5[C:26]=4[CH:25]=[CH:24][CH:23]=[N:22]5)=[CH:3][CH:4]=[C:5]3[NH:17][C:50]2=[O:49])[CH3:10])[CH:16]=[CH:15][CH:14]=[CH:13][CH:12]=1. Reported procedure: 6-Chloro-3-nitro-N-(1-phenylethyl)pyridin-2-amine. To a solution of 2,6-dichloro-3-nitropyridine (2.0 g, 10.4 mmol) in tetrahydrofuran (18 mL) at −78° C. was added diisopropylethylamine (2.17 mL, 12.4 mmol) and 1-phenylethanamine (1.51 g, 12.4 mmol). The reaction was maintained at −78° C. for 2 h and then allowed to slowly warm to room temperature overnight. Solvent was removed under reduced pressure and the crude product was purified by silica gel chromatography to afford the title compound (2....